This data is from the Open Reaction Database (ORD), a public repository of structured organic reaction records. The task is: describe an organic reaction: reactants, conditions, products, and yield Reactants: CCCCCCN1CCC(CN)CC1, c1ccc2c(c1)[nH]c1cccc(OCC3CO3)c12. The product is CCCCCCN1CCC(CNCC(O)COc2cccc3[nH]c4ccccc4c23)CC1. Reaction SMILES: [NH2:19][CH2:20][CH:21]1[CH2:22][CH2:23][N:24]([CH2:27][CH2:28][CH2:29][CH2:30][CH2:31][CH3:32])[CH2:25][CH2:26]1.[O:1]1[CH:2]([CH2:4][O:5][c:6]2[cH:7][cH:8][cH:9][c:10]3[nH:11][c:12]4[cH:13][cH:14][cH:15][cH:16][c:17]4[c:18]23)[CH2:3]1>>[OH:1][CH:2]([CH2:3][NH:19][CH2:20][CH:21]1[CH2:22][CH2:23][N:24]([CH2:27][CH2:28][CH2:29][CH2:30][CH2:31][CH3:32])[CH2:25][CH2:26]1)[CH2:4][O:5][c:6]1[cH:7][cH:8][cH:9][c:10]2[nH:11][c:12]3[cH:13][cH:14][cH:15][cH:16][c:17]3[c:18]12. Reactants: CC(=O)Cl, ClCCl, CC(C)C(=O)c1ccc(N)c([N+](=O)[O-])c1, [Na+], [Na+], O=C([O-])[O-], O. Product: CC(=O)Nc1ccc(C(=O)C(C)C)cc1[N+](=O)[O-]. Reaction SMILES: [CH3:19][C:20]([Cl:21])=[O:22].[Cl:16][CH2:17][Cl:18].[NH2:1][c:2]1[c:3]([N+:13](=[O:14])[O-:15])[cH:4][c:5]([C:8]([CH:9]([CH3:10])[CH3:11])=[O:12])[cH:6][cH:7]1.[Na+:23].[Na+:24].[O-:25][C:26](=[O:27])[O-:28].[OH2:29]>>[NH:1]([c:2]1[c:3]([N+:13](=[O:14])[O-:15])[cH:4][c:5]([C:8]([CH:9]([CH3:10])[CH3:11])=[O:12])[cH:6][cH:7]1)[C:20]([CH3:19])=[O:22].